From a dataset of the Open Reaction Database (ORD), a public repository of structured organic reaction records. describe an organic reaction: reactants, conditions, products, and yield Reactants: C(CCCCCCC)OC1=CC=2CC3=CC(=CC=C3C2C=C1)O (2-octyloxy-7-hydroxyfluorene), FC(OC(C(OC(C(OC(COCCCCl)(F)F)(F)F)(F)F)(F)F)(F)F)(F)F (3-(2-(2-(2-(trifluoromethoxy)tetrafluoroethoxy)tetrafluoroethoxy)-2,2-difluoroethoxy)propyl chloride), FC(OC(C(OC(C(OC(COCCCBr)(F)F)(F)F)(F)F)(F)F)(F)F)(F)F (3-(2-(2-(2-(trifluoromethoxy)tetrafluoroethoxy)tetrafluoroethoxy)-2,2-difluoroethoxy)propyl bromide). Product: C(CCCCCCC)OC1=CC=2CC3=CC(=CC=C3C2C=C1)OCCCOCC(F)(F)OC(C(OC(C(OC(F)(F)F)(F)F)(F)F)(F)F)(F)F (2-Octyloxy-7-(3-(2-(2-(2-(trifluoromethoxy)tetrafluoroethoxy)tetrafluoroethoxy)-2,2-difluoroethoxy)propoxy)fluorene). Reaction SMILES: [CH2:1]([O:9][C:10]1[CH:22]=[CH:21][C:20]2[C:19]3[C:14](=[CH:15][C:16]([OH:23])=[CH:17][CH:18]=3)[CH2:13][C:12]=2[CH:11]=1)[CH2:2][CH2:3][CH2:4][CH2:5][CH2:6][CH2:7][CH3:8].[F:24][C:25]([F:51])([F:50])[O:26][C:27]([F:49])([F:48])[C:28]([F:47])([F:46])[O:29][C:30]([F:45])([F:44])[C:31]([F:43])([F:42])[O:32][C:33]([F:41])([F:40])[CH2:34][O:35][CH2:36][CH2:37][CH2:38]Cl.FC(F)(F)OC(F)(F)C(F)(F)OC(F)(F)C(F)(F)OC(F)(F)COCCCBr>>[CH2:1]([O:9][C:10]1[CH:22]=[CH:21][C:20]2[C:19]3[C:14](=[CH:15][C:16]([O:23][CH2:38][CH2:37][CH2:36][O:35][CH2:34][C:33]([O:32][C:31]([F:42])([F:43])[C:30]([F:44])([F:45])[O:29][C:28]([F:46])([F:47])[C:27]([F:48])([F:49])[O:26][C:25]([F:51])([F:50])[F:24])([F:41])[F:40])=[CH:17][CH:18]=3)[CH2:13][C:12]=2[CH:11]=1)[CH2:2][CH2:3][CH2:4][CH2:5][CH2:6][CH2:7][CH3:8]. Procedure: The title compound was prepared essentially as in Example 1 by combining 2-octyloxy-7-hydroxyfluorene (1.0 g, 3.2 mmol) with a mixture of 3-(2-(2-(2-(trifluoromethoxy)tetrafluoroethoxy)tetrafluoroethoxy)-2,2-difluoroethoxy)propyl chloride and 3-(2-(2-(2-(trifluoromethoxy)tetrafluoroethoxy)tetrafluoroethoxy)-2,2-difluoroethoxy)propyl bromide (total 1.62 g, 3.3 mmol, 80:20 mole ratio). The reaction mixture was quenched by addition of water, and the resulting crude product was recrystallized from e... The reactants are O=C1c2ccccc2CCC1Cc1ccccc1, CC(=O)[O-], CCO, Cl, NO, [Na+]. Product: ON=C1c2ccccc2CCC1Cc1ccccc1. RXN SMILES: [CH2:1]([c:2]1[cH:3][cH:4][cH:5][cH:6][cH:7]1)[CH:8]1[C:9](=[O:18])[c:10]2[cH:11][cH:12][cH:13][cH:14][c:15]2[CH2:16][CH2:17]1.[CH3:20][C:21](=[O:22])[O-:23].[CH3:27][CH2:28][OH:29].[ClH:24].[NH2:25][OH:26].[Na+:19]>>[CH2:1]([c:2]1[cH:3][cH:4][cH:5][cH:6][cH:7]1)[CH:8]1[C:9](=[N:25][OH:26])[c:10]2[cH:11][cH:12][cH:13][cH:14][c:15]2[CH2:16][CH2:17]1. The reactants are C[Si](CCS)(C)C (2-trimethylsilylethanethiol), C(C)(=O)OCC (Ethyl acetate), S(C)(=O)(=O)OC[C@@H](NC(=O)OC(C)(C)C)CCC1=CC=CC=C1 (Boc-homophenylalaninol mesylate), [H-].[Na+] (sodium hydride). The solvent is C1CCOC1 (THF). Run at time 10 minute. Product: C[Si](C)(C)CCSC[C@H](CCC1=CC=CC=C1)NC(=O)OC(C)(C)C ((S)-2-tert-butoxycarbonylamino-4-phenylbutyl trimethylsilylethyl sulfide). As a reaction SMILES: [CH3:1][Si:2]([CH3:7])([CH3:6])[CH2:3][CH2:4][SH:5].[H-].[Na+].S(O[CH2:15][C@H:16]([CH2:25][CH2:26][C:27]1[CH:32]=[CH:31][CH:30]=[CH:29][CH:28]=1)[NH:17][C:18]([O:20][C:21]([CH3:24])([CH3:23])[CH3:22])=[O:19])(=O)(=O)C.C(OCC)(=O)C>C1COCC1>[CH3:1][Si:2]([CH2:3][CH2:4][S:5][CH2:15][C@@H:16]([NH:17][C:18]([O:20][C:21]([CH3:22])([CH3:24])[CH3:23])=[O:19])[CH2:25][CH2:26][C:27]1[CH:28]=[CH:29][CH:30]=[CH:31][CH:32]=1)([CH3:7])[CH3:6] |f:1.2|. Procedure details: To a solution of 2-trimethylsilylethanethiol (0.86 g, 6.41 mmol), synthesis described by Anderson, Ranasinghe, Palmer, and Fuchs, above) in THF (10 mL) was added sodium hydride (0.256 g, 6.41 mmol as a 60% mineral oil dispersion). The mixture was stirred for 10 minutes. Boc-homophenylalaninol mesylate (2.00 g, 5.82 mmol, synthesis described in Example 13, above) was added. The solution was stirred for 2 hours. Ethyl acetate (50 mL) was added. The solution was washed with 30 mL each of 1M HCl, sa...